From a dataset of the Open Reaction Database (ORD), a public repository of structured organic reaction records. describe an organic reaction: reactants, conditions, products, and yield The product is FC1=C(C(=C(C(=C1F)F)F)F)C=CC=1C=C(C(=C(C1)O)CCC)O (5-[2-(2,3,4,5,6-Pentafluorophenyl)ethenyl]-2-1-propyl-1,3-benzenediol). As a reaction SMILES: [F:1][C:2]1[C:7]([F:8])=[C:6]([F:9])[C:5]([F:10])=[C:4]([F:11])[C:3]=1[CH:12]=[CH:13][C:14]1[CH:19]=[C:18]([O:20]C)[C:17]([CH2:22][CH2:23][CH3:24])=[C:16]([O:25]C)[CH:15]=1.Cl.N1C=CC=CC=1>>[F:1][C:2]1[C:7]([F:8])=[C:6]([F:9])[C:5]([F:10])=[C:4]([F:11])[C:3]=1[CH:12]=[CH:13][C:14]1[CH:15]=[C:16]([OH:25])[C:17]([CH2:22][CH2:23][CH3:24])=[C:18]([OH:20])[CH:19]=1 |f:1.2|. Procedure: This material was prepared from 1-(2,3,4,5,6-pentafluorophenyl)-2-(−3,5-dimethoxy-4-1-propylphenyl)ethene and pyridine hydrochloride in 21% yield in the same way as described in Example 34. 1HNMR (CDCl3, ppm): δ 1.40 (d, J=7.2 Hz, 6H), 3.53 (d, J=7.2 Hz, 6H), 4.91 (s, 2H), 6.55 (s, 2H), 6.86 (d, J=17 Hz, 1H), 7.28 (d, J=17 Hz, 1H). Reactants: FC1=C(C(=C(C(=C1F)F)F)F)C=CC1=CC(=C(C(=C1)OC)CCC)OC (1-(2,3,4,5,6-pentafluorophenyl)-2-(−3,5-dimethoxy-4-1-propylphenyl)ethene), Cl.N1=CC=CC=C1 (pyridine hydrochloride). Yield: 21.0%. The reactants are [Cl-].[NH4+] (ammonium chloride), ClC1=NC(=NC(=C1)Cl)SCC1=C(C(=CC=C1)F)F (4,6-dichloro-2-[(2,3-difluorobenzyl)thio]pyrimidine), product, C[S-].[Na+] (sodium methanethiolate). Solvent: C1CCOC1 (THF). Run at time 2 hour. Product: ClC1=NC(=NC(=C1)SC)SCC1=C(C(=CC=C1)F)F (4-chloro-2-[(2,3-difluorobenzyl)thio]-6-(methylthio)pyrimidine). Reaction SMILES: [Cl:1][C:2]1[CH:7]=[C:6](Cl)[N:5]=[C:4]([S:9][CH2:10][C:11]2[CH:16]=[CH:15][CH:14]=[C:13]([F:17])[C:12]=2[F:18])[N:3]=1.[CH3:19][S-:20].[Na+].[Cl-].[NH4+]>C1COCC1>[Cl:1][C:2]1[CH:7]=[C:6]([S:20][CH3:19])[N:5]=[C:4]([S:9][CH2:10][C:11]2[CH:16]=[CH:15][CH:14]=[C:13]([F:17])[C:12]=2[F:18])[N:3]=1 |f:1.2,3.4|. Reported procedure: To a solution of 4,6-dichloro-2-[(2,3-difluorobenzyl)thio]pyrimidine (the product of example 1 step ii) (1.54 g) in THF (50 mL) was added sodium methanethiolate (0.39 g). The mixture was allowed to warm to room temperature and stirring continued for 2 h. Saturated ammonium chloride was added and the resulting mixture extracted with EtOAc. The combined organic extracts were washed with saturated aqueous sodium chloride, dried (MgSO4), filtered and evaporated to give the subtitle compound as a pal... The reactants are COc1cccc(Oc2cccc(CO)c2)c1, CN(C)C=O, ClCCl, O=S(Cl)Cl. Product: COc1cccc(Oc2cccc(CCl)c2)c1. As a reaction SMILES: [CH3:1][O:2][c:3]1[cH:4][c:5]([O:6][c:7]2[cH:8][c:9]([CH2:10][OH:11])[cH:12][cH:13][cH:14]2)[cH:15][cH:16][cH:17]1.[CH3:22][N:23]([CH3:24])[CH:25]=[O:26].[Cl:27][CH2:28][Cl:29].[S:18]([Cl:19])([Cl:20])=[O:21]>>[CH3:1][O:2][c:3]1[cH:4][c:5]([O:6][c:7]2[cH:8][c:9]([CH2:10][Cl:20])[cH:12][cH:13][cH:14]2)[cH:15][cH:16][cH:17]1. Starting materials: C(=O)(C(F)(F)F)O (TFA), C(=O)([O-])[O-].[Na+].[Na+] (Na2CO3), C(=O)(C(F)(F)F)O (TFA), BrC1=C(OC=2C(=NC=C(C2)SC2=CC(=CC=C2)OC)NC=2SC=C(N2)C2CCN(CC2)C(=O)OC(C)(C)C)C=CC(=C1)F (tert-butyl 4-(2-(3-(2-bromo-4-fluorophenoxy)-5-(3-methoxyphenylthio)pyridin-2-ylamino)thiazol-4-yl)piperidine-1-carboxylate), O (water). Run in C(Cl)Cl (CH2Cl2), C(Cl)Cl (CH2Cl2). Conditions: time 5 minute. Yields the product BrC1=C(OC=2C(=NC=C(C2)SC2=CC(=CC=C2)OC)NC=2SC=C(N2)C2CCNCC2)C=CC(=C1)F (3-(2-bromo-4-fluorophenoxy)-5-(3-methoxyphenylthio)-N-(4-(piperidin-4-yl)thiazol-2-yl)pyridin-2-amine). Yield: 103.3%. Reaction SMILES: [Br:1][C:2]1[CH:42]=[C:41]([F:43])[CH:40]=[CH:39][C:3]=1[O:4][C:5]1[C:6]([NH:20][C:21]2[S:22][CH:23]=[C:24]([CH:26]3[CH2:31][CH2:30][N:29](C(OC(C)(C)C)=O)[CH2:28][CH2:27]3)[N:25]=2)=[N:7][CH:8]=[C:9]([S:11][C:12]2[CH:17]=[CH:16][CH:15]=[C:14]([O:18][CH3:19])[CH:13]=2)[CH:10]=1.C(O)(C(F)(F)F)=O.O.C([O-])([O-])=O.[Na+].[Na+]>C(Cl)Cl>[Br:1][C:2]1[CH:42]=[C:41]([F:43])[CH:40]=[CH:39][C:3]=1[O:4][C:5]1[C:6]([NH:20][C:21]2[S:22][CH:23]=[C:24]([CH:26]3[CH2:31][CH2:30][NH:29][CH2:28][CH2:27]3)[N:25]=2)=[N:7][CH:8]=[C:9]([S:11][C:12]2[CH:17]=[CH:16][CH:15]=[C:14]([O:18][CH3:19])[CH:13]=2)[CH:10]=1 |f:3.4.5|. Reported procedure: A 20 mL vial was charged with tert-butyl 4-(2-(3-(2-bromo-4-fluorophenoxy)-5-(3-methoxyphenylthio)pyridin-2-ylamino)thiazol-4-yl)piperidine-1-carboxylate (100 mg, 0.145 mmol) and CH2Cl2 (2 mL). TFA (2 mL) was added and stirred at room temperature for 5 minutes. The reaction was poured into water and diluted with CH2Cl2. Solid Na2CO3 added slowly to neutralize the TFA. The aqueous layer was extracted and dried to afford the title compound (88 mg, 103% yield). 1H NMR (d6-DMSO) δ 8.16 (d, 1H), 7.74...